From a dataset of the Open Reaction Database (ORD), a public repository of structured organic reaction records. describe an organic reaction: reactants, conditions, products, and yield Reactants: OC1=C(C=CC=C1)C(C)=O (1-(2-hydroxyphenyl)ethanone), O[C@@H](CN1CCC(CC1)C=1C=C(C=CC1)NC(C(C)C)=O)C1=CC=CC=C1 (N-(3-{1-[(2R)-2-hydroxy-2-phenylethyl]-4-piperidinyl}phenyl)-2-methylpropanamide). The product is C(C)(=O)C1=C(O[C@H](CN2CCC(CC2)C=2C=C(C=CC2)NC(C(C)C)=O)C2=CC=CC=C2)C=CC=C1 (N-(3-{1-[(2S)-2-(2-ACETYLPHENOXY)-2-PHENYLETHYL]-4-PIPERIDINYL}PHENYL)-2-METHYLPROPANAMIDE). Reaction SMILES: [OH:1][C:2]1[CH:7]=[CH:6][CH:5]=[CH:4][C:3]=1[C:8](=[O:10])[CH3:9].O[C@H:12]([C:32]1[CH:37]=[CH:36][CH:35]=[CH:34][CH:33]=1)[CH2:13][N:14]1[CH2:19][CH2:18][CH:17]([C:20]2[CH:21]=[C:22]([NH:26][C:27](=[O:31])[CH:28]([CH3:30])[CH3:29])[CH:23]=[CH:24][CH:25]=2)[CH2:16][CH2:15]1>>[C:8]([C:3]1[CH:4]=[CH:5][CH:6]=[CH:7][C:2]=1[O:1][C@@H:12]([C:32]1[CH:37]=[CH:36][CH:35]=[CH:34][CH:33]=1)[CH2:13][N:14]1[CH2:19][CH2:18][CH:17]([C:20]2[CH:21]=[C:22]([NH:26][C:27](=[O:31])[CH:28]([CH3:30])[CH3:29])[CH:23]=[CH:24][CH:25]=2)[CH2:16][CH2:15]1)(=[O:10])[CH3:9]. Reported procedure: Prepared by Procedure B and Scheme B1 using 1-(2-hydroxyphenyl)ethanone and N-(3-{1-[(2R)-2-hydroxy-2-phenylethyl]-4-piperidinyl}phenyl)-2-methylpropanamide: ESMS m/e: 485.2 (M+H)+. The reactants are ClC1=C(C(=C(C=C1OC)OC)Cl)C=1C=C2C=NC(=NC2=CC1)N[C@@H]1CN(C[C@@H]1NC(=O)OCC[Si](C)(C)C)C(=O)OC(C)(C)C (tert-butyl (3R,4S)-3-((6-(2,6-dichloro-3,5-dimethoxyphenyl)quinazolin-2-yl)amino)-4-(((2-(trimethylsilyl)ethoxy)carbonyl)amino)pyrrolidine-1-carboxylate), CCCC[N+](CCCC)(CCCC)CCCC.[F-] (TBAF). Run in C1CCOC1 (THF), C1CCOC1 (THF), CO (methanol), ClCCl (dichloromethane). Yields the product N[C@H]1CN(C[C@H]1NC1=NC2=CC=C(C=C2C=N1)C1=C(C(=CC(=C1Cl)OC)OC)Cl)C(=O)OC(C)(C)C (tert-butyl (3S,4R)-3-amino-4-((6-(2,6-dichloro-3,5-dimethoxyphenyl)quinazolin-2-yl)amino)pyrrolidine-1-carboxylate). Yield: 95.8%. RXN SMILES: [Cl:1][C:2]1[C:7]([O:8][CH3:9])=[CH:6][C:5]([O:10][CH3:11])=[C:4]([Cl:12])[C:3]=1[C:13]1[CH:14]=[C:15]2[C:20](=[CH:21][CH:22]=1)[N:19]=[C:18]([NH:23][C@H:24]1[C@@H:28]([NH:29]C(OCC[Si](C)(C)C)=O)[CH2:27][N:26]([C:39]([O:41][C:42]([CH3:45])([CH3:44])[CH3:43])=[O:40])[CH2:25]1)[N:17]=[CH:16]2.CCCC[N+](CCCC)(CCCC)CCCC.[F-]>C1COCC1.CO.ClCCl>[NH2:29][C@@H:28]1[C@H:24]([NH:23][C:18]2[N:17]=[CH:16][C:15]3[C:20](=[CH:21][CH:22]=[C:13]([C:3]4[C:2]([Cl:1])=[C:7]([O:8][CH3:9])[CH:6]=[C:5]([O:10][CH3:11])[C:4]=4[Cl:12])[CH:14]=3)[N:19]=2)[CH2:25][N:26]([C:39]([O:41][C:42]([CH3:45])([CH3:44])[CH3:43])=[O:40])[CH2:27]1 |f:1.2|. Procedure details: A mixture of tert-butyl (3R,4S)-3-((6-(2,6-dichloro-3,5-dimethoxyphenyl)quinazolin-2-yl)amino)-4-(((2-(trimethylsilyl)ethoxy)carbonyl)amino)pyrrolidine-1-carboxylate (2.77 g, 4.1 mmol) and 1M TBAF in THF (6.1 mL, 6.1 mmol) was stirred in THF (27 mL) at 50° C. for 4 h and then 16 h at room temperature. The reaction mixture was diluted with 10% methanol in dichloromethane (100 mL) and washed with water (50 mL). The aqueous layer was then extracted with fresh dichloromethane (3×20 mL). The combined... The reactants are BrC=1C=NC=CC1O (3-bromo-4-pyridinol), CN(C=O)C (N,N-dimethylformamide), C([O-])([O-])=O.[K+].[K+] (potassium carbonate), CI (methyl iodide). Reaction conditions: time 18 hour. The product is BrC1=CN(C=CC1=O)C (3-bromo-1-methylpyridin-4(1H)-one). The yield is 81.1%. As a reaction SMILES: [Br:1][C:2]1[CH:3]=[N:4][CH:5]=[CH:6][C:7]=1[OH:8].[CH3:9]N(C)C=O.C(=O)([O-])[O-].[K+].[K+].CI>>[Br:1][C:2]1[C:7](=[O:8])[CH:6]=[CH:5][N:4]([CH3:9])[CH:3]=1 |f:2.3.4|. Procedure details: To a solution of 3-bromo-4-pyridinol (308.2 mg, 1.771 mmol) in N,N-dimethylformamide (10 mL, 100 mmol) was added potassium carbonate (371.0 mg, 2.684 mmol) and methyl iodide (133 uL, 2.14 mmol). The reaction was stirred at room temperature for 18 hours. The reaction mixture was filtered and evaporated in vacuo. The crude product was purified via flash chromatography on silica gel (12 g silica, solvent gradient: 0-20% methanol in dichloromethane) to yield 269.9 mg (81%) of 3-bromo-1-methylpyridin... Starting materials: Clc1cc(Br)ccn1, CS(C)=O, NC1CCC(N)CC1. Product: NC1CCC(Nc2cc(Br)ccn2)CC1. Reaction SMILES: [Br:1][c:2]1[cH:3][c:4]([Cl:8])[n:5][cH:6][cH:7]1.[CH3:17][S:18]([CH3:19])=[O:20].[CH:9]1([NH2:16])[CH2:10][CH2:11][CH:12]([NH2:15])[CH2:13][CH2:14]1>>[Br:1][c:2]1[cH:3][c:4]([NH:15][CH:12]2[CH2:11][CH2:10][CH:9]([NH2:16])[CH2:14][CH2:13]2)[n:5][cH:6][cH:7]1. Starting materials: [Ce] (cerium), CC1=CC=C(C=C1)OC (p-Methyl anisole), [N+](=O)(O)[O-] (nitric acid), [N+](=O)([O-])[O-].[NH4+] (ammonium nitrate). The product is COC=1C=CC(=CC1)C=O (anisaldehyde). Isolated yield 96.0%. As a reaction SMILES: [Ce].[N+]([O-])(O)=O.[N+]([O-])([O-])=[O:7].[NH4+].[CH3:11][C:12]1[CH:17]=[CH:16][C:15]([O:18][CH3:19])=[CH:14][CH:13]=1>>[CH3:19][O:18][C:15]1[CH:16]=[CH:17][C:12]([CH:11]=[O:7])=[CH:13][CH:14]=1 |f:2.3|. Procedure details: The same procedure as in Example 1 is repeated except that the cerium salt is electrolyzed with 10 ml of 65% by weight aqueous solution of nitric acid placed into the cathode chamber in place of ammonium nitrate. p-Methyl anisole is oxidized with the solution withdrawn from the anode chamber to give anisaldehyde in a yield of 96.0%. RXN SMILES: [C:1]([CH3:2])(=[O:3])[NH:4][CH:5]1[CH:6]([Cl:24])[O:7][CH:8]([CH2:19][O:20][C:21]([CH3:22])=[O:23])[CH:9]([O:15][C:16]([CH3:17])=[O:18])[CH:10]1[O:11][C:12]([CH3:13])=[O:14].[CH2:25]([CH3:26])[O:27][C:28](=[O:29])[CH2:30][CH2:31][CH2:32][CH2:33][CH2:34][OH:35].[CH:36]([Cl:37])([Cl:38])[Cl:39]>>[C:1]([CH3:2])(=[O:3])[NH:4][CH:5]1[CH:6]([O:35][CH2:34][CH2:33][CH2:32][CH2:31][CH2:30][C:28]([O:27][CH2:25][CH3:26])=[O:29])[O:7][CH:8]([CH2:19][O:20][C:21]([CH3:22])=[O:23])[CH:9]([O:15][C:16]([CH3:17])=[O:18])[CH:10]1[O:11][C:12]([CH3:13])=[O:14]. Yields the product CCOC(=O)CCCCCOC1OC(COC(C)=O)C(OC(C)=O)C(OC(C)=O)C1NC(C)=O. Starting materials: CC(=O)NC1C(Cl)OC(COC(C)=O)C(OC(C)=O)C1OC(C)=O, CCOC(=O)CCCCCO, ClC(Cl)Cl.